The task is: describe an organic reaction: reactants, conditions, products, and yield. This data is from the Open Reaction Database (ORD), a public repository of structured organic reaction records. Product: CC1=CC(=C(C=C1[N+](=O)[O-])[N+](=O)[O-])N2CCCC2 (2,4-Dinitro-5-N-pyrrolidinotoluene). Reported procedure: A mixture of 5-bromo-2,4-dinitrotoluene (2.61 g, 10 mmol) and pyrrolidine (2.49 g, 35 mmol) was heated at 90°-100° C. for 2 hours. The resulting dark brown oil was combined with cracked ice and the precipitated solids filtered off, washed with water, and vacuum dried. Purification was carried out by flash chromatography of the solids on a silica gel column using chloroform/hexane (50:50) as eluant. Evaporation of the eluants afforded 17 as orange needles: 2.0 g (82%) yield; mp 142° C.; TLC (chlo... As a reaction SMILES: Br[C:2]1[C:3]([N+:12]([O-:14])=[O:13])=[CH:4][C:5]([N+:9]([O-:11])=[O:10])=[C:6]([CH3:8])[CH:7]=1.[NH:15]1[CH2:19][CH2:18][CH2:17][CH2:16]1>>[CH3:8][C:6]1[C:5]([N+:9]([O-:11])=[O:10])=[CH:4][C:3]([N+:12]([O-:14])=[O:13])=[C:2]([N:15]2[CH2:19][CH2:18][CH2:17][CH2:16]2)[CH:7]=1. The reactants are BrC=1C(=CC(=C(C1)C)[N+](=O)[O-])[N+](=O)[O-] (5-bromo-2,4-dinitrotoluene), N1CCCC1 (pyrrolidine). The reactants are CCO, CC(C)Nc1nc(Cl)nc2cscc12. Product: CCOc1nc(NC(C)C)c2cscc2n1. RXN SMILES: [CH2:15]([CH3:16])[OH:17].[Cl:1][c:2]1[n:3][c:4]([NH:11][CH:12]([CH3:13])[CH3:14])[c:5]2[c:6]([n:7]1)[cH:8][s:9][cH:10]2>>[c:2]1([O:17][CH2:15][CH3:16])[n:3][c:4]([NH:11][CH:12]([CH3:13])[CH3:14])[c:5]2[c:6]([n:7]1)[cH:8][s:9][cH:10]2.